This data is from the Open Reaction Database (ORD), a public repository of structured organic reaction records. The task is: describe an organic reaction: reactants, conditions, products, and yield Reactants: C(CCC)[Li] (n-butyllithium), F/C(/C(=C/C(=O)OCC)/C)=C\C=C(\C=O)/C (ethyl (E,Z,E)-4-fluoro-3,7-dimethyl-8-oxo-2,4,6-octatrienoate), [Cl-].COC1=C(C(=C(C[P+](C2=CC=CC=C2)(C2=CC=CC=C2)C2=CC=CC=C2)C(=C1)C)C)C (4-methoxy-2,3,6-trimethylbenzyl triphenylphosphonium chloride), [Na] (sodium). The solvent is O1CCCC1 (tetrahydrofuran), O1CCCC1 (tetrahydrofuran). Conditions: temperature -30 celsius. Product: COC1=C(C(=C(C(=C1)C)/C=C/C(=C/C=C(/C(=C/C(=O)OCC)/C)\F)/C)C)C (ethyl (E,Z,E,E)-9-(4-methoxy-2,3,6-trimethylphenyl)-4-fluoro-3,7-dimethyl-2,4,6,8-nonatetraenoate). As a reaction SMILES: C([Li])CCC.[Cl-].[CH3:7][O:8][C:9]1[CH:34]=[C:33]([CH3:35])[C:12]([CH2:13][P+](C2C=CC=CC=2)(C2C=CC=CC=2)C2C=CC=CC=2)=[C:11]([CH3:36])[C:10]=1[CH3:37].[Na].[F:39]/[C:40](=[CH:49]\[CH:50]=[C:51](/[CH3:54])\[CH:52]=O)/[C:41](/[CH3:48])=[CH:42]/[C:43]([O:45][CH2:46][CH3:47])=[O:44]>O1CCCC1>[CH3:7][O:8][C:9]1[CH:34]=[C:33]([CH3:35])[C:12](/[CH:13]=[CH:54]/[C:51](/[CH3:52])=[CH:50]/[CH:49]=[C:40](\[F:39])/[C:41](/[CH3:48])=[CH:42]/[C:43]([O:45][CH2:46][CH3:47])=[O:44])=[C:11]([CH3:36])[C:10]=1[CH3:37] |f:1.2,^1:37|. Procedure: A solution of 6.06 ml. (14.4 mmol) of n-butyllithium (2.3 M in hexane) was added dropwise under argon, at -72° C., to a stirred suspension of 4.61 g. (10 mmol) of 4-methoxy-2,3,6-trimethylbenzyl triphenylphosphonium chloride in 25 ml. of dry tetrahydrofuran. After addition of reagent was complete the mixture was stirred at -30° C. until an orange solution was formed. The resulting solution was first cooled to -72° C. and then treated dropwise with a sodium of 2.03 g. (9.0 mmol) of ethyl (E,Z,E)-... Starting materials: C(CCC)[Sn](C=1SC=CN1)(CCCC)CCCC (2-Tributylstannanyl-thiazole), BrC1=C(N)C=CC=C1 (2-bromoaniline), substituted anilines. The product is S1C(=NC=C1)C1=C(C=CC=C1)N (2-Thiazol-2-yl-phenylamine). Isolated yield 24.1%. As a reaction SMILES: C([Sn](CCCC)(CCCC)[C:6]1[S:7][CH:8]=[CH:9][N:10]=1)CCC.Br[C:20]1[CH:26]=[CH:25][CH:24]=[CH:23][C:21]=1[NH2:22]>>[S:7]1[CH:8]=[CH:9][N:10]=[C:6]1[C:20]1[CH:26]=[CH:25][CH:24]=[CH:23][C:21]=1[NH2:22]. Procedure details: 2-Tributylstannanyl-thiazole (600 mg, 1.6 mmol) was reacted with 2-bromoaniline (200 mg, 1.2 mmol) according to general procedure [B] for the preparation of substituted anilines described above, which gave the title compound (51 mg, 25%). [M+1] 177. Starting materials: NC=1C2=CC(=CC=C2N=C2CCCC(C12)=O)[N+](=O)[O-] (9-amino-3,4-dihydro-7-nitroacridin-1(2H)-one), [OH-].[Na+] (NaOH). Reagents/catalysts: [Pd] (Pd/C). Solvent: C(C)(=O)O (acetic acid). The product is NC1=CC=C2N=C3CCCC(C3=C(C2=C1)N)=O (7,9-Diamino-3,4-dihydroacridin-1(2H)-one). RXN SMILES: [NH2:1][C:2]1[C:3]2[C:8]([N:9]=[C:10]3[C:15]=1[C:14](=[O:16])[CH2:13][CH2:12][CH2:11]3)=[CH:7][CH:6]=[C:5]([N+:17]([O-])=O)[CH:4]=2.[OH-].[Na+]>C(O)(=O)C.[Pd]>[NH2:17][C:5]1[CH:4]=[C:3]2[C:8]([N:9]=[C:10]3[C:15](=[C:2]2[NH2:1])[C:14](=[O:16])[CH2:13][CH2:12][CH2:11]3)=[CH:7][CH:6]=1 |f:1.2|. Procedure details: In 250 ml of glacial acetic acid was dissolved 4.43 g of 9-amino-3,4-dihydro-7-nitroacridin-1(2H)-one and 0.44 g of 10% Pd/C was added. The mixture was put in a 500 ml hydrogenation vessel (Parr) and was shaken under 55 psig (initial) H2. The uptake of H2 was 3 eq before the reaction as complete. The reaction was poured into ice and made basic with 10% NaOH. The precipitate was filtered and dissolved in MeOH. The insoluble Pd/C catalyst was filtered off and the filtrate was diluted with toluene ... Reactants: CN1N=CC(=C1C)[N+](=O)[O-] (1,5-dimethyl-4-nitro-1H-pyrazole), Cl (HCl). The reagents and catalysts are [Pd] (Pd/C). The solvent is CO (MeOH). Conditions: time 8 hour. The product is Cl.CN1N=CC(=C1C)N (1,5-dimethyl-1H-pyrazol-4-amine hydrochloride). Isolated yield 71.8%. As a reaction SMILES: [CH3:1][N:2]1[C:6]([CH3:7])=[C:5]([N+:8]([O-])=O)[CH:4]=[N:3]1.[ClH:11]>CO.[Pd]>[ClH:11].[CH3:1][N:2]1[C:6]([CH3:7])=[C:5]([NH2:8])[CH:4]=[N:3]1 |f:4.5|. Reported procedure: To a solution of 1,5-dimethyl-4-nitro-1H-pyrazole (1.01 g, 7.2 mmol) in MeOH (15 mL) was added Pd/C (10%, 0.20 g) and concentrated HCl (1 mL, 12 mmol) in a high pressure autoclave under 2 MPa H2. The reaction mixture was stirred at rt overnight and filtered. The filtrate was concentrated in vacuo to give the title compound as brown oil (763.0 mg, 95.9%). Starting materials: ClC=1C(=C2C(=NC1)N(C(=C2)C2=CC=C1CCN(CC1=C2)C(=O)OC(C)(C)C)S(=O)(=O)C2=CC=C(C)C=C2)C2=CN=C(S2)C2(CCC2)OCOC (tert-butyl 7-(5-chloro-4-(2-(1-(methoxymethoxy)cyclobutyl)thiazol-5-yl)-1-tosyl-1H-pyrrolo[2,3-b]pyridin-2-yl)-3,4-dihydroisoquinoline-2(1H)-carboxylate), Cl (HCl). Solvent: CO (methanol). Reaction conditions: temperature 65 celsius. Yields the product ClC=1C(=C2C(=NC1)N(C(=C2)C2=CC=C1CCNCC1=C2)S(=O)(=O)C2=CC=C(C)C=C2)C2=CN=C(S2)C2(CCC2)O (1-(5-(5-chloro-2-(1,2,3,4-tetrahydroisoquinolin-7-yl)-1-tosyl-1H-pyrrolo[2,3-b]pyridin-4-yl)thiazol-2-yl)cyclobutanol). RXN SMILES: [Cl:1][C:2]1[C:3]([C:38]2[S:42][C:41]([C:43]3([O:47]COC)[CH2:46][CH2:45][CH2:44]3)=[N:40][CH:39]=2)=[C:4]2[CH:10]=[C:9]([C:11]3[CH:20]=[C:19]4[C:14]([CH2:15][CH2:16][N:17](C(OC(C)(C)C)=O)[CH2:18]4)=[CH:13][CH:12]=3)[N:8]([S:28]([C:31]3[CH:37]=[CH:36][C:34]([CH3:35])=[CH:33][CH:32]=3)(=[O:30])=[O:29])[C:5]2=[N:6][CH:7]=1.Cl>CO>[Cl:1][C:2]1[C:3]([C:38]2[S:42][C:41]([C:43]3([OH:47])[CH2:46][CH2:45][CH2:44]3)=[N:40][CH:39]=2)=[C:4]2[CH:10]=[C:9]([C:11]3[CH:20]=[C:19]4[C:14]([CH2:15][CH2:16][NH:17][CH2:18]4)=[CH:13][CH:12]=3)[N:8]([S:28]([C:31]3[CH:32]=[CH:33][C:34]([CH3:35])=[CH:36][CH:37]=3)(=[O:29])=[O:30])[C:5]2=[N:6][CH:7]=1. Procedure details: A solution of Example 45A (0.09 g, 0.122 mmol) in methanol (0.7 mL) was treated with 10% aqueous HCl solution (0.165 mL), and the reaction was heated at 65° C. for 3 hours. The reaction was cooled to ambient temperature and concentrated. The concentrate was partitioned between ethyl acetate and saturated aqueous sodium bicarbonate. The layers were separated, and the aqueous layer was extracted with additional ethyl acetate (2×). The combined organic layers were dried over anhydrous sodium sulfat... The reactants are C([O-])([O-])=O.[Na+].[Na+] (sodium carbonate), ice water, FC1=CC=C(C=C1)C(OCCCl)C1=CC=C(C=C1)F (1-bis(4-fluorophenyl)methoxy-2-chloroethane), C(#N)C1CCNCC1 (4-cyanopiperidine). The reagents and catalysts are [I-].[Na+] (sodium iodide). Solvent: CN(C=O)C (dimethylformamide). Reaction conditions: temperature 130 celsius, time 4 hour. Yields the product FC1=CC=C(C=C1)C(OCCN1CCC(CC1)C#N)C1=CC=C(C=C1)F (1-[2-Bis(4-fluorophenyl)methoxyethyl]-4-piperidinecarbonitrile). Yield: 87.9%. Reaction SMILES: [F:1][C:2]1[CH:7]=[CH:6][C:5]([CH:8]([C:13]2[CH:18]=[CH:17][C:16]([F:19])=[CH:15][CH:14]=2)[O:9][CH2:10][CH2:11]Cl)=[CH:4][CH:3]=1.[C:20]([CH:22]1[CH2:27][CH2:26][NH:25][CH2:24][CH2:23]1)#[N:21].C(=O)([O-])[O-].[Na+].[Na+]>CN(C)C=O.[I-].[Na+]>[F:1][C:2]1[CH:7]=[CH:6][C:5]([CH:8]([C:13]2[CH:18]=[CH:17][C:16]([F:19])=[CH:15][CH:14]=2)[O:9][CH2:10][CH2:11][N:25]2[CH2:26][CH2:27][CH:22]([C:20]#[N:21])[CH2:23][CH2:24]2)=[CH:4][CH:3]=1 |f:2.3.4,6.7|. Procedure: 2.13 g of 1-bis(4-fluorophenyl)methoxy-2-chloroethane and 0.95 g of 4-cyanopiperidine were dissolved in 15 ml of dimethylformamide. After this, 4.00 g of anhydrous sodium carbonate and 0.08 g of sodium iodide were added to the resulting solution, and the mixture was stirred for 4 hours at 130° C. At the end of this time, the mixture was poured into ice water and extracted with ethyl acetate. The oily extract obtained was purified by silica gel chromatography. Elution with a 2:1 by volume mixture... Starting materials: Cl (HCl), [Na+].[Cl-] (NaCl), [OH-].[Na+] (NaOH), C(C)OC(=O)[C@@H]1CN(C[C@H]1C(=O)OCC)C(=O)OC(C)(C)C (trans-(3RS,4RS)-Pyrrolidine-1,3,4-tricarboxylic acid tert-butyl ester diethyl ester), diester. Solvent: C1CCOC1 (THF), O (water). Yields the product C(C)(C)(C)OC(=O)N1C[C@H]([C@@H](C1)C(=O)O)C(=O)O (trans-(3RS,4RS)-Pyrrolidine-1,3,4-tricarboxylic acid tert-butyl ester). As a reaction SMILES: C([O:3][C:4]([C@H:6]1[C@H:10]([C:11]([O:13]CC)=[O:12])[CH2:9][N:8]([C:16]([O:18][C:19]([CH3:22])([CH3:21])[CH3:20])=[O:17])[CH2:7]1)=[O:5])C.[OH-].[Na+].Cl.[Na+].[Cl-]>C1COCC1.O>[C:19]([O:18][C:16]([N:8]1[CH2:7][C@@H:6]([C:4]([OH:5])=[O:3])[C@H:10]([C:11]([OH:13])=[O:12])[CH2:9]1)=[O:17])([CH3:22])([CH3:20])[CH3:21] |f:1.2,4.5|. Procedure: Compound 1b (1 g, 3.17 mmol) was dissolved in of THF (8 ml), and 80 mL of water was added. The reaction mixture was immersed in an ice-water bath and cooled to 0 C. To this reaction mixture, 96 ml of 0.25 N NaOH was added in small portions with stirring until the consumption of the starting diester was detected by thin-layer chromatography. The reaction was stirred at the same temperature for about 30 min to 1 h, and the reaction mixture was acidified with 1 N HCl at 0° C., saturated with NaCl, ... Starting materials: ClC=1C=C(C=C(C1C[C@H]1C(N(CC1)N1CCOCC1)=O)Cl)OS(=O)(=O)C(F)(F)F ((R)-trifluoro-methanesulfonic acid 3,5-dichloro-4-(1-morpholin-4-yl-2-oxo-pyrrolidin-3-ylmethyl)-phenyl ester), C(C)(C)(C)OC(=O)C1=CC=C(C=C1)B(O)O (4-t-butyloxycarbonylphenylboronic acid), C([O-])([O-])=O.[Na+].[Na+] (sodium carbonate). RXN SMILES: [Cl:1][C:2]1[CH:3]=[C:4](OS(C(F)(F)F)(=O)=O)[CH:5]=[C:6]([Cl:21])[C:7]=1[CH2:8][C@@H:9]1[CH2:13][CH2:12][N:11]([N:14]2[CH2:19][CH2:18][O:17][CH2:16][CH2:15]2)[C:10]1=[O:20].[C:30]([O:34][C:35]([C:37]1[CH:42]=[CH:41][C:40](B(O)O)=[CH:39][CH:38]=1)=[O:36])([CH3:33])([CH3:32])[CH3:31].C(=O)([O-])[O-].[Na+].[Na+]>C1COCC1.O.C(OCC)(=O)C.C1C=CC([P]([Pd]([P](C2C=CC=CC=2)(C2C=CC=CC=2)C2C=CC=CC=2)([P](C2C=CC=CC=2)(C2C=CC=CC=2)C2C=CC=CC=2)[P](C2C=CC=CC=2)(C2C=CC=CC=2)C2C=CC=CC=2)(C2C=CC=CC=2)C2C=CC=CC=2)=CC=1>[C:30]([O:34][C:35]([C:37]1[CH:42]=[CH:41][C:40]([C:4]2[CH:3]=[C:2]([Cl:1])[C:7]([CH2:8][C@@H:9]3[CH2:13][CH2:12][N:11]([N:14]4[CH2:19][CH2:18][O:17][CH2:16][CH2:15]4)[C:10]3=[O:20])=[C:6]([Cl:21])[CH:5]=2)=[CH:39][CH:38]=1)=[O:36])([CH3:33])([CH3:31])[CH3:32] |f:2.3.4,^1:67,69,88,107|. Reported procedure: Bring a mixture of (R)-trifluoro-methanesulfonic acid 3,5-dichloro-4-(1-morpholin-4-yl-2-oxo-pyrrolidin-3-ylmethyl)-phenyl ester (0.19 g, 0.4 mmol), 4-t-butyloxycarbonylphenylboronic acid (0.106 g, 0.48 mmol), sodium carbonate (0.127 g, 1.2 mmol) in THF (10 mL) and water (3 mL) to 60° C. To the mixture at 60° C., add Pd(PPh3)4 (0.023 g, 0.02 mmol) and then raise reaction temperature to 80° C. and stir for 3 hours. Cool the reaction, dilute with ethyl acetate, and wash with water and brine. Dry t... The reagents and catalysts are C=1C=CC(=CC1)[P](C=2C=CC=CC2)(C=3C=CC=CC3)[Pd]([P](C=4C=CC=CC4)(C=5C=CC=CC5)C=6C=CC=CC6)([P](C=7C=CC=CC7)(C=8C=CC=CC8)C=9C=CC=CC9)[P](C=1C=CC=CC1)(C=1C=CC=CC1)C=1C=CC=CC1 (Pd(PPh3)4). Conditions: time 3 hour. Product: C(C)(C)(C)OC(=O)C1=CC=C(C=C1)C1=CC(=C(C(=C1)Cl)C[C@H]1C(N(CC1)N1CCOCC1)=O)Cl ((R)-3′,5′-Dichloro-4′-(1-morpholin-4-yl-2-oxo-pyrrolidin-3-ylmethyl)-biphenyl-4-carboxylic Acid Tert-Butyl Ester). Run in C1CCOC1 (THF), O (water), C(C)(=O)OCC (ethyl acetate). Yield: 74.2%. Reactants: C1(=CC=CC=C1)C(CCN1CCC(CC1)(CC1=CC=CC=C1)O)(C1=CC=CC=C1)C1=CC=CC=C1 (1-(3,3,3-triphenylpropyl)-4-hydroxy-4-benzylpiperidine), Cl.C1(=CC=CC=C1)C(CCN1CCC(CC1)(CC1=CC=CC=C1)O)(C1=CC=CC=C1)C1=CC=CC=C1 (1-(3,3,3-triphenylpropyl)-4-hydroxy-4-benzylpiperidine hydrochloride). Yields the product C1(=CC=CC=C1)C(CCN1CCC(CC1)(CO)C1=C(C=CC=C1)Cl)(C1=CC=CC=C1)C1=CC=CC=C1 (1-(3,3,3-triphenylpropyl)-4-(chlorophenyl)-4-piperidinemethanol). RXN SMILES: [C:1]1([C:7]([C:30]2[CH:35]=[CH:34][CH:33]=[CH:32][CH:31]=2)([C:24]2[CH:29]=[CH:28][CH:27]=[CH:26][CH:25]=2)[CH2:8][CH2:9][N:10]2[CH2:15][CH2:14]C(O)(CC3C=CC=CC=3)[CH2:12][CH2:11]2)[CH:6]=[CH:5][CH:4]=[CH:3][CH:2]=1.[ClH:36].C1(C(C2C=CC=CC=2)(C2C=CC=CC=2)CCN2CC[C:49]([OH:59])([CH2:52][C:53]3[CH:58]=[CH:57][CH:56]=[CH:55][CH:54]=3)CC2)C=CC=CC=1>>[C:1]1([C:7]([C:30]2[CH:35]=[CH:34][CH:33]=[CH:32][CH:31]=2)([C:24]2[CH:29]=[CH:28][CH:27]=[CH:26][CH:25]=2)[CH2:8][CH2:9][N:10]2[CH2:15][CH2:14][C:52]([C:53]3[CH:58]=[CH:57][CH:56]=[CH:55][C:54]=3[Cl:36])([CH2:49][OH:59])[CH2:12][CH2:11]2)[CH:2]=[CH:3][CH:4]=[CH:5][CH:6]=1 |f:1.2|. Procedure: 1-(3,3,3-triphenylpropyl)-4-hydroxy-4-benzylpiperidine and 1-(3,3,3-triphenylpropyl)-4-hydroxy-4-benzylpiperidine hydrochloride; Starting materials: O=C1CCC(=O)N1Br, O=C(OOC(=O)c1ccccc1)c1ccccc1, ClC(Cl)(Cl)Cl, COc1nc(OC)c2cc(C)ccc2n1. The product is COc1nc(OC)c2cc(CBr)ccc2n1. RXN SMILES: [Br:16][N:17]1[C:18](=[O:19])[CH2:20][CH2:21][C:22]1=[O:23].[C:24]([O:25][O:26][C:27](=[O:28])[c:29]1[cH:30][cH:31][cH:32][cH:33][cH:34]1)(=[O:35])[c:36]1[cH:37][cH:38][cH:39][cH:40][cH:41]1.[C:42]([Cl:43])([Cl:44])([Cl:45])[Cl:46].[CH3:1][O:2][c:3]1[n:4][c:5]2[cH:6][cH:7][c:8]([CH3:15])[cH:9][c:10]2[c:11]([O:13][CH3:14])[n:12]1>>[CH3:1][O:2][c:3]1[n:4][c:5]2[cH:6][cH:7][c:8]([CH2:15][Br:16])[cH:9][c:10]2[c:11]([O:13][CH3:14])[n:12]1.